This data is from the Open Reaction Database (ORD), a public repository of structured organic reaction records. The task is: describe an organic reaction: reactants, conditions, products, and yield Starting materials: [Br-], COc1cc(OC)cc(-n2cc(C=O)c(C)n2)c1, [Mg+]C1CCCCC1, C1CCOC1. The product is COc1cc(OC)cc(-n2cc(C(O)C3CCCCC3)c(C)n2)c1. As a reaction SMILES: [Br-:19].[CH3:1][O:2][c:3]1[cH:4][c:5](-[n:11]2[n:12][c:13]([CH3:18])[c:14]([CH:16]=[O:17])[cH:15]2)[cH:6][c:7]([O:9][CH3:10])[cH:8]1.[CH:20]1([Mg+:26])[CH2:21][CH2:22][CH2:23][CH2:24][CH2:25]1.[O:27]1[CH2:28][CH2:29][CH2:30][CH2:31]1>>[CH3:1][O:2][c:3]1[cH:4][c:5](-[n:11]2[n:12][c:13]([CH3:18])[c:14]([CH:16]([OH:17])[CH:20]3[CH2:21][CH2:22][CH2:23][CH2:24][CH2:25]3)[cH:15]2)[cH:6][c:7]([O:9][CH3:10])[cH:8]1. The reactants are S1C(=NC=C1)NC(CC(=O)OCC)=O (ethyl 3-(2-thiazolylamino)-3-oxo-propanoate), ClC(C(C)(C)C)C1=NC2=C(C(O1)=O)C=CC=C2C(F)(F)F (2-(1-chloro-2,2-dimethylpropyl)-8-trifluoromethyl-4H-3,1-benzoxazine-4-one). Procedure: Using the procedure of Step A of Example 4, 7.7 g of ethyl 3-(2-thiazolylamino)-3-oxo-propanoate and 10.55 g of 2-(1-chloro-2,2-dimethylpropyl)-8-trifluoromethyl-4H-3,1-benzoxazine-4-one [prepared according to the process described in the European Pat. No. 0040573] were reacted to obtain 15.6 g of ethyl 2-[(2-chloro-1-oxo-3,3-dimethylbutyl)-amino]-β-oxo-α-[(2-thiazolylamino)-carbonyl]-3-(trifluoromethyl)-benzene-propanoate melting at 180° C. Yields the product ClC(C(=O)NC1=C(C=CC=C1C(F)(F)F)C(C(C(=O)OCC)C(=O)NC=1SC=CN1)=O)C(C)(C)C (ethyl 2-[(2-chloro-1-oxo-3,3-dimethylbutyl)-amino]-β-oxo-α-[(2-thiazolylamino)-carbonyl]-3-(trifluoromethyl)-benzene-propanoate). Reaction SMILES: [S:1]1[CH:5]=[CH:4][N:3]=[C:2]1[NH:6][C:7](=[O:14])[CH2:8][C:9]([O:11][CH2:12][CH3:13])=[O:10].[Cl:15][CH:16]([C:21]1[O:26][C:25](=[O:27])[C:24]2[CH:28]=[CH:29][CH:30]=[C:31]([C:32]([F:35])([F:34])[F:33])[C:23]=2[N:22]=1)[C:17]([CH3:20])([CH3:19])[CH3:18]>>[Cl:15][CH:16]([C:17]([CH3:20])([CH3:19])[CH3:18])[C:21]([NH:22][C:23]1[C:31]([C:32]([F:33])([F:34])[F:35])=[CH:30][CH:29]=[CH:28][C:24]=1[C:25](=[O:27])[CH:8]([C:7]([NH:6][C:2]1[S:1][CH:5]=[CH:4][N:3]=1)=[O:14])[C:9]([O:11][CH2:12][CH3:13])=[O:10])=[O:26]. The yield is 88.5%. RXN SMILES: [CH:1]12[CH:2]([NH:8][C:9](=[S:10])[NH:11][NH2:12])[CH2:3][CH:4]([CH:5]=[CH:6]1)[CH2:7]2.[F:13][C:14]([c:15]1[cH:16][c:17]([CH:18]=[O:19])[cH:20][cH:21][cH:22]1)([F:23])[F:24]>>[CH:1]12[CH:2]([NH:8][C:9](=[S:10])[NH:11][N:12]=[CH:18][c:17]3[cH:16][c:15]([C:14]([F:13])([F:23])[F:24])[cH:22][cH:21][cH:20]3)[CH2:3][CH:4]([CH:5]=[CH:6]1)[CH2:7]2. Reactants: NNC(=S)NC1CC2C=CC1C2, O=Cc1cccc(C(F)(F)F)c1. Product: FC(F)(F)c1cccc(C=NNC(=S)NC2CC3C=CC2C3)c1. Reactants: COCc1ccc(Oc2cc(OC3CCOCC3)c3[nH]c(C(N)=O)cc3c2)cn1, COc1ccc(P2(=S)SP(=S)(c3ccc(OC)cc3)S2)cc1, C1CCOC1. The product is COCc1ccc(Oc2cc(OC3CCOCC3)c3[nH]c(C(N)=S)cc3c2)cn1. As a reaction SMILES: [CH3:1][O:2][CH2:3][c:4]1[cH:5][cH:6][c:7]([O:10][c:11]2[cH:12][c:13]3[cH:14][c:15]([C:27](=[O:28])[NH2:29])[nH:16][c:17]3[c:18]([O:20][CH:21]3[CH2:22][CH2:23][O:24][CH2:25][CH2:26]3)[cH:19]2)[cH:8][n:9]1.[CH3:30][O:31][c:32]1[cH:33][cH:34][c:35]([P:36]2(=[S:39])[S:37][P:38]([c:40]3[cH:41][cH:42][c:43]([O:44][CH3:45])[cH:46][cH:47]3)(=[S:48])[S:49]2)[cH:50][cH:51]1.[O:52]1[CH2:53][CH2:54][CH2:55][CH2:56]1>>[CH3:1][O:2][CH2:3][c:4]1[cH:5][cH:6][c:7]([O:10][c:11]2[cH:12][c:13]3[cH:14][c:15]([C:27]([NH2:29])=[S:39])[nH:16][c:17]3[c:18]([O:20][CH:21]3[CH2:22][CH2:23][O:24][CH2:25][CH2:26]3)[cH:19]2)[cH:8][n:9]1. Starting materials: Cc1nc(C(=O)O)co1, CC1(c2cc(N)ccc2F)N=C(N)OCC1(F)F. The product is Cc1nc(C(=O)Nc2ccc(F)c(C3(C)N=C(N)OCC3(F)F)c2)co1. RXN SMILES: [CH3:19][c:20]1[o:21][cH:22][c:23]([C:25](=[O:26])[OH:27])[n:24]1.[NH2:1][c:2]1[cH:3][cH:4][c:5]([F:18])[c:6]([C:8]2([CH3:17])[N:9]=[C:10]([NH2:16])[O:11][CH2:12][C:13]2([F:14])[F:15])[cH:7]1>>[NH:1]([c:2]1[cH:3][cH:4][c:5]([F:18])[c:6]([C:8]2([CH3:17])[N:9]=[C:10]([NH2:16])[O:11][CH2:12][C:13]2([F:14])[F:15])[cH:7]1)[C:25]([c:23]1[cH:22][o:21][c:20]([CH3:19])[n:24]1)=[O:26]. Reactants: [N+](=O)([O-])C1=C(NC(CC)CC)C=CC=C1 (o-nitro-N-(1-ethylpropyl)aniline), [H][H] (Hydrogen). The reagents and catalysts are [Pd] (palladium on carbon). The solvent is alcohol. Yields the product C(C)C(CC)NC1=C(C=CC=C1)N (N-(1-Ethylpropyl)-o-phenylenediamine). Yield: 100.0%. RXN SMILES: [N+:1]([C:4]1[CH:15]=[CH:14][CH:13]=[CH:12][C:5]=1[NH:6][CH:7]([CH2:10][CH3:11])[CH2:8][CH3:9])([O-])=O.[H][H]>[Pd]>[CH2:8]([CH:7]([NH:6][C:5]1[CH:12]=[CH:13][CH:14]=[CH:15][C:4]=1[NH2:1])[CH2:10][CH3:11])[CH3:9]. Procedure: In a 2 liter Paar hydrogenator is placed 2.5 grams of 10% palladium on carbon catalyst, 800 milliliters of absolute alcohol and 250 grams of o-nitro-N-(1-ethylpropyl)aniline. Hydrogen is introduced and the reduction takes about 21/2 hrs. The reaction is exothermic and the temperature subsides as the reaction goes to completion. The catalyst is removed by filtration and the ethanol evaporated to yield a nearly quantitative yield (214 grams) of product as a dark oil. A pure sample is obtained by v... The reactants are CCOC(=O)c1cn(C2CCC(NC(=O)OC(C)(C)C)CC2)c2cc(C#Cc3cc(Cc4cnc(N)nc4N)cc(OC)c3OC)ccc2c1=O, ClCCl, COc1ccccc1, CCOCC, O=C(O)C(F)(F)F. Yields the product CCOC(=O)c1cn(C2CCC(N)CC2)c2cc(C#Cc3cc(Cc4cnc(N)nc4N)cc(OC)c3OC)ccc2c1=O. Reaction SMILES: [C:1]([O:2][C:3](=[O:4])[NH:8][CH:9]1[CH2:10][CH2:11][CH:12]([n:15]2[cH:16][c:17]([C:47](=[O:48])[O:49][CH2:50][CH3:51])[c:18](=[O:46])[c:19]3[cH:20][cH:21][c:22]([C:25]#[C:26][c:27]4[c:28]([O:44][CH3:45])[c:29]([O:42][CH3:43])[cH:30][c:31]([CH2:33][c:34]5[c:35]([NH2:41])[n:36][c:37]([NH2:40])[n:38][cH:39]5)[cH:32]4)[cH:23][c:24]23)[CH2:13][CH2:14]1)([CH3:5])([CH3:6])[CH3:7].[CH2:72]([Cl:73])[Cl:74].[CH3:52][O:53][c:54]1[cH:55][cH:56][cH:57][cH:58][cH:59]1.[CH3:67][CH2:68][O:69][CH2:70][CH3:71].[OH:60][C:61]([C:62]([F:63])([F:64])[F:65])=[O:66]>>[NH2:8][CH:9]1[CH2:10][CH2:11][CH:12]([n:15]2[cH:16][c:17]([C:47](=[O:48])[O:49][CH2:50][CH3:51])[c:18](=[O:46])[c:19]3[cH:20][cH:21][c:22]([C:25]#[C:26][c:27]4[c:28]([O:44][CH3:45])[c:29]([O:42][CH3:43])[cH:30][c:31]([CH2:33][c:34]5[c:35]([NH2:41])[n:36][c:37]([NH2:40])[n:38][cH:39]5)[cH:32]4)[cH:23][c:24]23)[CH2:13][CH2:14]1.